Dataset: the Open Reaction Database (ORD), a public repository of structured organic reaction records. Task: describe an organic reaction: reactants, conditions, products, and yield The reactants are C(C)(=O)O (acetic acid), CO (methanol), C(#N)CCCCN(C(C(F)(F)F)=O)C1=CC=C(C=C1)O (N-(4-cyanobutyl)-N-(4-hydroxyphenyl)trifluoroacetamide), C([O-])([O-])=O.[K+].[K+] (potassium carbonate). Run in O (water), CC(=O)C (acetone). Conditions: time 18 hour. Product: OC1=CC=C(C=C1)NCCCCC#N (5-[(4-hydroxyphenyl)amino]pentanenitrile). Yield: 38.6%. Reaction SMILES: C(=O)([O-])[O-].[K+].[K+].CO.[C:9]([CH2:11][CH2:12][CH2:13][CH2:14][N:15]([C:22]1[CH:27]=[CH:26][C:25]([OH:28])=[CH:24][CH:23]=1)C(=O)C(F)(F)F)#[N:10].C(O)(=O)C>O.CC(C)=O>[OH:28][C:25]1[CH:24]=[CH:23][C:22]([NH:15][CH2:14][CH2:13][CH2:12][CH2:11][C:9]#[N:10])=[CH:27][CH:26]=1 |f:0.1.2|. Procedure: To a solution of 30 g of potassium carbonate dissolved in 90 mL of water and 210 mL of methanol under nitrogen was added the 11.5 g of N-(4-cyanobutyl)-N-(4-hydroxyphenyl)trifluoroacetamide and the reaction was heated at 48°-53° C. for 41/2 hours. The reaction was allowed to stand at room temperature 18 hours and then acidified with 18 mL of acetic acid. Most of the methanol was evaporated and the remaining solution was diluted with a little water and ethyl acetate and made basic with solid pota... Reactants: ice water, C(C)(=O)OC(C)=O (acetic anhydride), [N+]1(=C(C(=CC=C1)C(=O)OCC)C(=O)OCC)[O-] (diethyl pyridine-2,3-dicarboxylate-N-oxide), [N+](=O)(O)[O-] (nitric acid). The solvent is C(C)(=O)O (acetic acid). Product: [N+](=O)([O-])C=1C=C(C(=[N+](C1)[O-])C(=O)OCC)C(=O)OCC (diethyl 5-nitropyridine-2,3-dicarboxylate-N-oxide). Yield: 78.0%. Reaction SMILES: C(OC(=O)C)(=O)C.[N+:8]1([O-:24])[CH:13]=[CH:12][CH:11]=[C:10]([C:14]([O:16][CH2:17][CH3:18])=[O:15])[C:9]=1[C:19]([O:21][CH2:22][CH3:23])=[O:20].[N+:25]([O-])([OH:27])=[O:26]>C(O)(=O)C>[N+:25]([C:12]1[CH:11]=[C:10]([C:14]([O:16][CH2:17][CH3:18])=[O:15])[C:9]([C:19]([O:21][CH2:22][CH3:23])=[O:20])=[N+:8]([O-:24])[CH:13]=1)([O-:27])=[O:26]. Procedure details: 255 ml of acetic anhydride were added to a mixture of 203.2 g (0.85 mol) of diethyl pyridine-2,3-dicarboxylate-N-oxide in 1.2 1 of glacial acetic acid. 68.3 g (1.06 mol) of 98% strength nitric acid were then added in the course of 40 minutes at from 20 to 28° C. with gentle cooling and stirring and the mixture was stirred at 30° C. for 12 hours. The reaction solution was poured into 3.5 l of ice-water and extracted with methylene chloride. The organic phase was extracted in succession with water... Reactants: [OH-].[Na+] (sodium hydroxide), C(CC(O)(C(=O)O)CC(=O)O)(=O)O (citric acid), P(=O)([O-])([O-])[O-].[Na+].[Na+].[Na+] (sodium phosphate), 100. The solvent is O (water), O (water). Yields the product C(CC(O)(C(=O)[O-])CC(=O)[O-])(=O)[O-].P(=O)([O-])([O-])[O-] (citrate phosphate). Reaction SMILES: [C:1]([OH:13])(=[O:12])[CH2:2][C:3]([CH2:8][C:9]([OH:11])=[O:10])([C:5]([OH:7])=[O:6])[OH:4].[P:14]([O-:18])([O-:17])([O-:16])=[O:15].[Na+].[Na+].[Na+].[OH-].[Na+]>O>[C:1]([O-:13])(=[O:12])[CH2:2][C:3]([CH2:8][C:9]([O-:11])=[O:10])([C:5]([O-:7])=[O:6])[OH:4].[P:14]([O-:18])([O-:17])([O-:16])=[O:15] |f:1.2.3.4,5.6,8.9|. Reported procedure: A citrate-phosphate buffer (pH 3.0) is prepared from 39.8 ml of 0.1 M citric acid and 10.2 ml of 0.2 M dibasic sodium phosphate diluted to 100 ml with distilled water. The lyophilized Fraction A from Preparation 1 is dissolved in this buffer solution in a proportion of 20 mg of Fraction A per ml of buffer. To this is added an aliquot of 5 mg of pepsin in 1 ml of distilled water to give a ration of Fraction A to pepsin of 100 to 1. The solution is maintained for 24 hours at room temperature and t... The reactants are solution, C(CCC)[Li] (n-butyllithium), C(C)(C)NC(C)C (diisopropylamine), CN(CCN(C)C)C (tetramethylethylenediamine), C(C1=CC=CC=C1)=NCC#C[Si](C)(C)C (N-benzylidene-3-(trimethylsilyl)-2-propyn-1-amine), C(C)(C)[N-]C(C)C.[Li+] (lithium diisopropylamide), ice water, [Cl-].[NH4+] (ammonium chloride), BrCC(=O)OC(C)(C)C (tert-butyl bromoacetate). Run in CCCCCC (hexane), O1CCCC1 (tetrahydrofuran), O1CCCC1 (tetrahydrofuran), O1CCCC1 (tetrahydrofuran). Run at temperature 0 celsius, time 40 minute. Yields the product C(C1=CC=CC=C1)=NC(CC(=O)OC(C)(C)C)C#C (tert-butyl 3-(benzylideneamino)-4-pentynoate). As a reaction SMILES: [CH:1](=[N:8][CH2:9][C:10]#[C:11][Si](C)(C)C)[C:2]1[CH:7]=[CH:6][CH:5]=[CH:4][CH:3]=1.C([N-]C(C)C)(C)C.[Li+].C([Li])CCC.C(NC(C)C)(C)C.CN(C)CCN(C)C.Br[CH2:45][C:46]([O:48][C:49]([CH3:52])([CH3:51])[CH3:50])=[O:47].[Cl-].[NH4+]>O1CCCC1.CCCCCC>[CH:1](=[N:8][CH:9]([C:10]#[CH:11])[CH2:45][C:46]([O:48][C:49]([CH3:52])([CH3:51])[CH3:50])=[O:47])[C:2]1[CH:7]=[CH:6][CH:5]=[CH:4][CH:3]=1 |f:1.2,7.8|. Procedure: A solution of 17.6 g of 1B in 300 ml of dry tetrahydrofuran was added drop-by-drop to a solution of lithium diisopropylamide (prepared by adding 38 ml of a 2.2M solution of n-butyllithium in hexane to a solution of 11 ml of diisopropylamine and 12 ml of tetramethylethylenediamine in 450 ml of tetrahydrofuran) at -78° C. under argon. The resulting solution was held at -78° C. for 40 minutes, then a solution of 13.5 ml of tert-butyl bromoacetate in 50 ml of dry tetrahydrofuran was added. The resul... Starting materials: CCCCN(C1CCCOc2ccc([N+](=O)[O-])cc21)S(C)(=O)=O, [H-], CCCCI, [Na+], CN(C)C=O. The product is CS(=O)(=O)NC1CCCOc2ccc([N+](=O)[O-])cc21. RXN SMILES: [CH2:1]([CH2:2][CH2:3][CH3:4])[N:5]([S:6](=[O:7])(=[O:8])[CH3:9])[CH:10]1[CH2:11][CH2:12][CH2:13][O:14][c:15]2[c:16]1[cH:17][c:18]([N+:21](=[O:22])[O-:23])[cH:19][cH:20]2.[H-:24].[I:26][CH2:27][CH2:28][CH2:29][CH3:30].[Na+:25].[O:31]=[CH:32][N:33]([CH3:34])[CH3:35]>>[NH:5]([S:6](=[O:7])(=[O:8])[CH3:9])[CH:10]1[CH2:11][CH2:12][CH2:13][O:14][c:15]2[c:16]1[cH:17][c:18]([N+:21](=[O:22])[O-:23])[cH:19][cH:20]2. Yield: 98.4%. Conditions: time 1 hour. Yields the product COC1=CC=C(COC(=O)C=2N3C([C@H]([C@H]3SCC2CI)NC(\C(=N/O[C@@H](C2=CC(=C(C=C2)OC(C)=O)OC(C)=O)C(=O)OC(C2=CC=CC=C2)C2=CC=CC=C2)\C=2N=C(SC2)N)=O)=O)C=C1 ((6R,7R)-7-[2-(2-amino-4-thiazolyl)-2-[Z-[(S)-diphenylmethyloxycarbonyl-(3,4-diacetoxyphenyl)methyl]oxyimino]acetamido]-3-iodomethyl-8-oxo-5-thia-1-azabicyclo[4.2.0]oct-2-ene-2-carboxylic acid p-methoxybenzyl ester). Reaction SMILES: [CH3:1][O:2][C:3]1[CH:66]=[CH:65][C:6]([CH2:7][O:8][C:9]([C:11]2[N:12]3[C@H:15]([S:16][CH2:17][C:18]=2[CH2:19]Cl)[C@H:14]([NH:21][C:22](=[O:63])/[C:23](/[C:57]2[N:58]=[C:59]([NH2:62])[S:60][CH:61]=2)=[N:24]\[O:25][C@H:26]([C:41]([O:43][CH:44]([C:51]2[CH:56]=[CH:55][CH:54]=[CH:53][CH:52]=2)[C:45]2[CH:50]=[CH:49][CH:48]=[CH:47][CH:46]=2)=[O:42])[C:27]2[CH:32]=[CH:31][C:30]([O:33][C:34](=[O:36])[CH3:35])=[C:29]([O:37][C:38](=[O:40])[CH3:39])[CH:28]=2)[C:13]3=[O:64])=[O:10])=[CH:5][CH:4]=1.[I-:67].[Na+].O>CC(C)=O>[CH3:1][O:2][C:3]1[CH:66]=[CH:65][C:6]([CH2:7][O:8][C:9]([C:11]2[N:12]3[C@H:15]([S:16][CH2:17][C:18]=2[CH2:19][I:67])[C@H:14]([NH:21][C:22](=[O:63])/[C:23](/[C:57]2[N:58]=[C:59]([NH2:62])[S:60][CH:61]=2)=[N:24]\[O:25][C@H:26]([C:41]([O:43][CH:44]([C:51]2[CH:56]=[CH:55][CH:54]=[CH:53][CH:52]=2)[C:45]2[CH:50]=[CH:49][CH:48]=[CH:47][CH:46]=2)=[O:42])[C:27]2[CH:32]=[CH:31][C:30]([O:33][C:34](=[O:36])[CH3:35])=[C:29]([O:37][C:38](=[O:40])[CH3:39])[CH:28]=2)[C:13]3=[O:64])=[O:10])=[CH:5][CH:4]=1 |f:1.2|. The solvent is CC(=O)C (acetone). Reported procedure: To a solution of the product obtained in Step 6 (14 g) in acetone (210 ml) was added sodium iodide (4.85 g) in total darkness and the mixture was stirred at room temperature for one hour. The reaction mixture was then poured into water (300 ml) and extracted twice with ethyl acetate (500 ml). The combined organic layer was washed with 5% sodium thiosulfate solution (200 ml) and brine (200 ml), and dried over anhydrous sodium sulfate. The dried solution was concentrated under reduced pressure, gi... Starting materials: COC1=CC=C(COC(=O)C=2N3C([C@H]([C@H]3SCC2CCl)NC(\C(=N/O[C@@H](C2=CC(=C(C=C2)OC(C)=O)OC(C)=O)C(=O)OC(C2=CC=CC=C2)C2=CC=CC=C2)\C=2N=C(SC2)N)=O)=O)C=C1 ((6R,7R)-7-[2-(2-amino-4-thiazolyl)-2-[Z-[(S)-diphenylmethyloxycarbonyl-(3,4-diacetoxyphenyl)methyl]oxyimino]acetamido]-3-chloromethyl-8-oxo-5-thia-1-azabicyclo[4.2.0]oct-2-ene-2-carboxylic acid p-methoxybenzyl ester), [I-].[Na+] (sodium iodide), O (water).